Task: describe an organic reaction: reactants, conditions, products, and yield. Dataset: the Open Reaction Database (ORD), a public repository of structured organic reaction records Reactants: COc1ccc(CN(Cc2ccc(OC)cc2)c2nc(C)nc(-c3cc(C(C)c4ccc(S(C)(=O)=O)cc4)cnc3Nc3cnc(OC)c(F)c3)n2)cc1, O=C(O)C(F)(F)F. Product: COc1ncc(Nc2ncc(C(C)c3ccc(S(C)(=O)=O)cc3)cc2-c2nc(C)nc(N)n2)cc1F. As a reaction SMILES: [F:1][c:2]1[cH:3][c:4]([NH:10][c:11]2[n:12][cH:13][c:14]([CH:43]([CH3:44])[c:45]3[cH:46][cH:47][c:48]([S:51](=[O:52])(=[O:53])[CH3:54])[cH:49][cH:50]3)[cH:15][c:16]2-[c:17]2[n:18][c:19]([N:24]([CH2:25][c:26]3[cH:27][cH:28][c:29]([O:30][CH3:31])[cH:32][cH:33]3)[CH2:34][c:35]3[cH:36][cH:37][c:38]([O:39][CH3:40])[cH:41][cH:42]3)[n:20][c:21]([CH3:23])[n:22]2)[cH:5][n:6][c:7]1[O:8][CH3:9].[OH:55][C:56]([C:57]([F:58])([F:59])[F:60])=[O:61]>>[F:1][c:2]1[cH:3][c:4]([NH:10][c:11]2[n:12][cH:13][c:14]([CH:43]([CH3:44])[c:45]3[cH:46][cH:47][c:48]([S:51](=[O:52])(=[O:53])[CH3:54])[cH:49][cH:50]3)[cH:15][c:16]2-[c:17]2[n:18][c:19]([NH2:24])[n:20][c:21]([CH3:23])[n:22]2)[cH:5][n:6][c:7]1[O:8][CH3:9]. The reactants are CCOC(C)=O, Clc1nc2c(Cl)cccc2s1, [K+], [K+], Nc1cc(Cl)c(O)c(Cl)c1, O=C([O-])[O-]. Product: Nc1cc(Cl)c(Oc2nc3c(Cl)cccc3s2)c(Cl)c1. As a reaction SMILES: [CH3:28][CH2:29][O:30][C:31]([CH3:32])=[O:33].[Cl:1][c:2]1[s:3][c:4]2[c:5]([n:6]1)[c:7]([Cl:11])[cH:8][cH:9][cH:10]2.[K+:22].[K+:23].[NH2:12][c:13]1[cH:14][c:15]([Cl:21])[c:16]([OH:20])[c:17]([Cl:19])[cH:18]1.[O-:24][C:25]([O-:26])=[O:27]>>[c:2]1([O:20][c:16]2[c:15]([Cl:21])[cH:14][c:13]([NH2:12])[cH:18][c:17]2[Cl:19])[s:3][c:4]2[c:5]([n:6]1)[c:7]([Cl:11])[cH:8][cH:9][cH:10]2. Reactants: C([C@@H]1[C@H]([C@@H]([C@H]([C@H](O1)O[C@]2([C@H]([C@@H]([C@H](O2)CO)O)O)CO)O)O)O)O (sucrose), CC(C(=O)OCC)C(=O)C (Ethyl 2-methylacetoacetate), C([C@@H]1[C@H]([C@@H]([C@H]([C@H](O1)O[C@]2([C@H]([C@@H]([C@H](O2)CO)O)O)CO)O)O)O)O (Sucrose). The solvent is O (water). Run at time 0.5 hour. The product is OC(C(C(=O)OCC)C)C (ethyl 3-hydroxy-2-methylbutyrate). Yield: 98.6%. RXN SMILES: C(O)[C@H]1O[C@H](O[C@]2(CO)O[C@H](CO)[C@@H](O)[C@@H]2O)[C@H](O)[C@@H](O)[C@@H]1O.[CH3:24][CH:25]([C:31]([CH3:33])=[O:32])[C:26]([O:28][CH2:29][CH3:30])=[O:27]>O>[OH:32][CH:31]([CH3:33])[CH:25]([CH3:24])[C:26]([O:28][CH2:29][CH3:30])=[O:27]. Reported procedure: To a 6 L Erlenmeyer flask containing Baker's yeast (100 g) and sucrose (150 g) was added tap water (1000 mL) and the reaction mixture was mechanically stirred at room temperature for 0.5 h. Ethyl 2-methylacetoacetate (10 g, 0.0694 mol) was added to the reaction mixture and stirring continued for 24 h. Sucrose (50 g) was added and stirring continued for another 24 h. Hyflo super cel (50 g) was added to the reaction mixture and filtered through a sintered glass funnel. The aqueous solution was the... The reactants are C1(CC1)C1=CC(=NN1)NC1=NC(=C(C#N)C=C1F)F (6-[(5-cyclopropyl-1H-pyrazol-3-yl)amino]-2,5-difluoronicotinonitrile), ClC=1C(=NC(=C(C1)[N+](=O)[O-])NC1=NNC(=C1)OC(C)C)N[C@@H](C)C1=CC=C(C=C1)F ((S)-3-Chloro-N2-(1-(4-fluorophenyl)ethyl)-N6-(5-isopropoxy-1H-pyrazol-3-yl)-5-nitropyridine-2,6-diamine), CCN(C(C)C)C(C)C (DIEA), C(CCC)O (n-butanol). Reaction conditions: temperature 150 celsius. The product is C(#N)C=1C(=NC(=C(C1)F)NC1=NNC(=C1)C1CC1)NC(C)C=1C=CC(=C(C1)NC(=O)C1CC1)F (N-{5-[1-({3-Cyano-6-[(5-cyclopropyl-1H-pyrazol-3-yl)amino]-5-fluoropyridin-2-yl}amino)ethyl]-2-fluorophenyl}cyclopropanecarboxamide). As a reaction SMILES: [CH:1]1([C:4]2[NH:8][N:7]=[C:6]([NH:9][C:10]3[C:17]([F:18])=[CH:16][C:13]([C:14]#[N:15])=[C:12](F)[N:11]=3)[CH:5]=2)[CH2:3][CH2:2]1.ClC1C([NH:40][C@H:41]([C:43]2[CH:48]=[CH:47][C:46]([F:49])=[CH:45][CH:44]=2)[CH3:42])=NC(NC2C=C(OC(C)C)NN=2)=C([N+]([O-])=O)C=1.CC[N:52](C(C)C)C(C)C.[CH2:59]([OH:63])[CH2:60][CH2:61][CH3:62]>>[C:14]([C:13]1[C:12]([NH:40][CH:41]([C:43]2[CH:44]=[CH:45][C:46]([F:49])=[C:47]([NH:52][C:59]([CH:60]3[CH2:62][CH2:61]3)=[O:63])[CH:48]=2)[CH3:42])=[N:11][C:10]([NH:9][C:6]2[CH:5]=[C:4]([CH:1]3[CH2:3][CH2:2]3)[NH:8][N:7]=2)=[C:17]([F:18])[CH:16]=1)#[N:15]. Procedure: To a 10-ml microwave reaction vessel was added 6-[(5-cyclopropyl-1H-pyrazol-3-yl)amino]-2,5-difluoronicotinonitrile (Method 32, 431 mg, 1.65 mmol), N-[5-(1-aminoethyl)-2-fluorophenyl]cyclopropanecarboxamide (Method 69, 550 mg, 2.5 mmol), and DIEA (1.15 ml, 6.6 mmol) in n-butanol (5 ml). The resulting suspension was set to microwave heating (CEM Discover System) at 150° C. for 3 hours. The reaction was concentrated in vacuo and purified by silica gel chromatography (Biotage Horizon System) using ... The reactants are C1(=CC=CC=C1)CC(=O)NC1[C@@H]2N(C(=C(CS2)C(C)=O)C(=S)OC(C2=CC=CC=C2)C2=CC=CC=C2)C1=O (Diphenylmethyl 7-phenylacetamido-3-acetylthio-3-cephem-4-carboxylate), BrCC1OCCCC1 (2-bromomethyltetrahydropyran). Yields the product C1(=CC=CC=C1)CC(=O)NC1[C@@H]2N(C(=C(CS2)CC2OCCCC2)C(=S)OC(C2=CC=CC=C2)C2=CC=CC=C2)C1=O (Diphenylmethyl 7-phenylacetamido-3-(tetrahydropyran-2-yl)methylthio-3-cephem-4-carboxylat). Yield: 71.0%. As a reaction SMILES: [C:1]1([CH2:7][C:8]([NH:10][CH:11]2[C:37](=[O:38])[N:13]3[C:14]([C:21]([O:23][CH:24]([C:31]4[CH:36]=[CH:35][CH:34]=[CH:33][CH:32]=4)[C:25]4[CH:30]=[CH:29][CH:28]=[CH:27][CH:26]=4)=[S:22])=[C:15](C(=O)C)[CH2:16][S:17][C@H:12]23)=[O:9])[CH:6]=[CH:5][CH:4]=[CH:3][CH:2]=1.Br[CH2:40][CH:41]1[CH2:46][CH2:45][CH2:44][CH2:43][O:42]1>>[C:1]1([CH2:7][C:8]([NH:10][CH:11]2[C:37](=[O:38])[N:13]3[C:14]([C:21]([O:23][CH:24]([C:25]4[CH:30]=[CH:29][CH:28]=[CH:27][CH:26]=4)[C:31]4[CH:32]=[CH:33][CH:34]=[CH:35][CH:36]=4)=[S:22])=[C:15]([CH2:40][CH:41]4[CH2:46][CH2:45][CH2:44][CH2:43][O:42]4)[CH2:16][S:17][C@H:12]23)=[O:9])[CH:6]=[CH:5][CH:4]=[CH:3][CH:2]=1. Reported procedure: Diphenylmethyl 7-phenylacetamido-3-acetylthio-3-cephem-4-carboxylate (1.68 g) was reacted with 2-bromomethyltetrahydropyran (1.92 ml) in accordance with the procedure of Example 1(b). The crude reaction product was purified by a column chromatography on a silica gel column (40 g) with elution using benzene-ethyl acetate (4:1 by volume) as eluent to collect fractions containing the titled compound. The fractions collected were concentrated and the oily residue was triturated with diisopropylether...